This data is from the Open Reaction Database (ORD), a public repository of structured organic reaction records. The task is: describe an organic reaction: reactants, conditions, products, and yield The reactants are CCOC=C(C(=O)OCC)C(=O)OCC, CCO, Nc1nncs1. The product is CCOC(=O)C(=CNc1nncs1)C(=O)OCC. Reaction SMILES: [CH2:7]([O:8][CH:10]=[C:11]([C:12](=[O:13])[O:14][CH2:15][CH3:16])[C:17](=[O:18])[O:19][CH2:20][CH3:21])[CH3:9].[CH3:22][CH2:23][OH:24].[NH2:1][c:2]1[s:3][cH:4][n:5][n:6]1>>[NH:1]([c:2]1[s:3][cH:4][n:5][n:6]1)[CH:10]=[C:11]([C:12](=[O:13])[O:14][CH2:15][CH3:16])[C:17](=[O:18])[O:19][CH2:20][CH3:21].